describe an organic reaction: reactants, conditions, products, and yield From a dataset of the Open Reaction Database (ORD), a public repository of structured organic reaction records. Starting materials: C1CCNCC1, CCO, O=C1Cc2c(cccc2-c2ccc(OC(F)(F)F)cc2)N1, Cc1cc(C(=O)NCCN2CCCC2)c(C=O)[nH]1. Yields the product Cc1cc(C(=O)NCCN2CCCC2)c(C=C2C(=O)Nc3cccc(-c4ccc(OC(F)(F)F)cc4)c32)[nH]1. As a reaction SMILES: [CH2:40]1[CH2:41][CH2:42][NH:43][CH2:44][CH2:45]1.[CH3:46][CH2:47][OH:48].[F:1][C:2]([O:3][c:4]1[cH:5][cH:6][c:7](-[c:10]2[c:11]3[c:15]([cH:16][cH:17][cH:18]2)[NH:14][C:13](=[O:19])[CH2:12]3)[cH:8][cH:9]1)([F:20])[F:21].[N:22]1([CH2:27][CH2:28][NH:29][C:30](=[O:31])[c:32]2[c:33]([CH:38]=[O:39])[nH:34][c:35]([CH3:37])[cH:36]2)[CH2:23][CH2:24][CH2:25][CH2:26]1>>[F:1][C:2]([O:3][c:4]1[cH:5][cH:6][c:7](-[c:10]2[c:11]3[c:15]([cH:16][cH:17][cH:18]2)[NH:14][C:13](=[O:19])[C:12]3=[CH:38][c:33]2[c:32]([C:30]([NH:29][CH2:28][CH2:27][N:22]3[CH2:23][CH2:24][CH2:25][CH2:26]3)=[O:31])[cH:36][c:35]([CH3:37])[nH:34]2)[cH:8][cH:9]1)([F:20])[F:21]. Reactants: C(C)N1C(=C(C2=CC=CC=C12)C(=O)C1=NC=CC=C1C(=O)O)C (2-[(1-ethyl-2-methyl-3-indolyl)carbonyl]-3-pyridinecarboxylic acid), C(C)(=O)OC(C)=O (acetic anhydride), C(C)N1C(=C(C2=CC=CC=C12)C(=O)C=1C(=NC=CC1)C(=O)O)C (3-[(1-ethyl-2-methyl-3-indolyl)carbonyl]-2-pyridinecarboxylic acid), C1(=CC=CC=C1)NC1=CC=CC=C1 (diphenylamine). Run in N1=CC=CC=C1 (pyridine). Run at time 8 hour. Yields the product C(C)N1C(=C(C2=CC=CC=C12)C1(OCC=2C1=NC=CC2)N(C2=CC=CC=C2)C2=CC=CC=C2)C (7-(1-ethyl-2-methyl-3-indolyl)-7-(diphenylamino)furo[3,4-b]pyridine). RXN SMILES: [CH2:1]([N:3]1[C:11]2[C:6](=[CH:7][CH:8]=[CH:9][CH:10]=2)[C:5]([C:12]([C:14]2[C:19]([C:20](O)=[O:21])=[CH:18][CH:17]=[CH:16][N:15]=2)=O)=[C:4]1[CH3:23])[CH3:2].C(N1C2C(=CC=CC=2)C(C(C2C(C(O)=O)=NC=CC=2)=O)=C1C)C.[C:47]1([NH:53][C:54]2[CH:59]=[CH:58][CH:57]=[CH:56][CH:55]=2)[CH:52]=[CH:51][CH:50]=[CH:49][CH:48]=1.C(OC(=O)C)(=O)C>N1C=CC=CC=1>[CH2:1]([N:3]1[C:11]2[C:6](=[CH:7][CH:8]=[CH:9][CH:10]=2)[C:5]([C:12]2([N:53]([C:47]3[CH:48]=[CH:49][CH:50]=[CH:51][CH:52]=3)[C:54]3[CH:55]=[CH:56][CH:57]=[CH:58][CH:59]=3)[C:14]3=[N:15][CH:16]=[CH:17][CH:18]=[C:19]3[CH2:20][O:21]2)=[C:4]1[CH3:23])[CH3:2]. Reported procedure: A mixture containing 4.5 g. of an isomer mixture comprising 2-[(1-ethyl-2-methyl-3-indolyl)carbonyl]-3-pyridinecarboxylic acid and 3-[(1-ethyl-2-methyl-3-indolyl)carbonyl]-2-pyridinecarboxylic acid, 2.5 g. of diphenylamine and 30 ml. of acetic anhydride was stirred 6.5 hours, then treated with one ml. of pyridine and allowed to stand overnight. The reaction mixture was poured into 750 ml. of water and the resulting solid product was purified by column chromatography affording 7-(1-ethyl-2-methyl...